Dataset: the Open Reaction Database (ORD), a public repository of structured organic reaction records. Task: describe an organic reaction: reactants, conditions, products, and yield The reactants are COc1cc(C(=O)N2CCC(CCN3CCCN(c4nc5ccccc5[nH]4)CC3)(c3ccccc3)C2)cc(OC)c1OC, CS(=O)(=O)CCOS(C)(=O)=O, [Li]C(C)CC, C1CCOC1, O. Yields the product COc1cc(C(=O)N2CCC(CCN3CCCN(c4nc5ccccc5n4CCS(C)(=O)=O)CC3)(c3ccccc3)C2)cc(OC)c1OC. As a reaction SMILES: [CH3:1][O:2][c:3]1[cH:4][c:5]([C:6](=[O:7])[N:8]2[CH2:9][C:10]([c:13]3[cH:14][cH:15][cH:16][cH:17][cH:18]3)([CH2:19][CH2:20][N:21]3[CH2:22][CH2:23][N:24]([c:28]4[n:29][c:30]5[c:31]([nH:32]4)[cH:33][cH:34][cH:35][cH:36]5)[CH2:25][CH2:26][CH2:27]3)[CH2:11][CH2:12]2)[cH:37][c:38]([O:42][CH3:43])[c:39]1[O:40][CH3:41].[CH3:49][S:50]([O:51][CH2:54][CH2:55][S:56](=[O:57])(=[O:58])[CH3:59])(=[O:52])=[O:53].[CH:44]([Li:45])([CH2:46][CH3:47])[CH3:48].[O:61]1[CH2:62][CH2:63][CH2:64][CH2:65]1.[OH2:60]>>[CH3:1][O:2][c:3]1[cH:4][c:5]([C:6](=[O:7])[N:8]2[CH2:9][C:10]([c:13]3[cH:14][cH:15][cH:16][cH:17][cH:18]3)([CH2:19][CH2:20][N:21]3[CH2:22][CH2:23][N:24]([c:28]4[n:29]([CH2:54][CH2:55][S:56](=[O:57])(=[O:58])[CH3:59])[c:30]5[c:31]([n:32]4)[cH:33][cH:34][cH:35][cH:36]5)[CH2:25][CH2:26][CH2:27]3)[CH2:11][CH2:12]2)[cH:37][c:38]([O:42][CH3:43])[c:39]1[O:40][CH3:41]. Reactants: O=C([O-])O, Cl, [Na+], COc1ccc(-n2nnnc2S(C)(=O)=O)cc1C1OCCO1, C1CCOC1. Yields the product COc1ccc(-n2nnnc2S(C)(=O)=O)cc1C=O. As a reaction SMILES: [C:23](=[O:24])([OH:25])[O-:26].[ClH:33].[Na+:27].[O:1]1[CH:2]([c:6]2[cH:7][c:8](-[n:14]3[n:15][n:16][n:17][c:18]3[S:19](=[O:20])(=[O:21])[CH3:22])[cH:9][cH:10][c:11]2[O:12][CH3:13])[O:5][CH2:4][CH2:3]1.[O:28]1[CH2:29][CH2:30][CH2:31][CH2:32]1>>[O:1]=[CH:2][c:6]1[cH:7][c:8](-[n:14]2[n:15][n:16][n:17][c:18]2[S:19](=[O:20])(=[O:21])[CH3:22])[cH:9][cH:10][c:11]1[O:12][CH3:13]. Reactants: CO (methanol), Cl[Si](C)(C)C (Chlorotrimethylsilane), O (water), CN(C1(CCC(CC1)CC(=O)NC1=CC=C(C=C1)F)C1=CC=CC=C1)C (2-(4-dimethylamino-4-phenyl-cyclohexyl)-N-(4-fluoro-phenyl)-acetamide). Solvent: CC(=O)CC (ethyl methyl ketone). Product: Cl.CN(C1(CCC(CC1)CC(=O)NC1=CC=C(C=C1)F)C1=CC=CC=C1)C (2-(4-Dimethylamino-4-phenyl-cyclohexyl)-N-(4-fluoro-phenyl)-acetamide hydrochloride). RXN SMILES: [Cl:1][Si](C)(C)C.O.[CH3:7][N:8]([CH3:32])[C:9]1([C:26]2[CH:31]=[CH:30][CH:29]=[CH:28][CH:27]=2)[CH2:14][CH2:13][CH:12]([CH2:15][C:16]([NH:18][C:19]2[CH:24]=[CH:23][C:22]([F:25])=[CH:21][CH:20]=2)=[O:17])[CH2:11][CH2:10]1.CO>CC(CC)=O>[ClH:1].[CH3:32][N:8]([CH3:7])[C:9]1([C:26]2[CH:31]=[CH:30][CH:29]=[CH:28][CH:27]=2)[CH2:10][CH2:11][CH:12]([CH2:15][C:16]([NH:18][C:19]2[CH:20]=[CH:21][C:22]([F:25])=[CH:23][CH:24]=2)=[O:17])[CH2:13][CH2:14]1 |f:5.6|. Procedure details: Chlorotrimethylsilane (0.118 ml) and water (8 μl) were added to a solution of the less polar diastereoisomer of 2-(4-dimethylamino-4-phenyl-cyclohexyl)-N-(4-fluoro-phenyl)-acetamide (300 mg, 0.8 mmol) in ethyl methyl ketone (2 ml) and a little methanol. After concentration it was possible to isolate the hydrochloride in a yield of 397 mg (quantitative) (Example 57). Reactants: CC1CN(C(=O)c2cccc(Br)n2)CCO1, CC(C)(O)c1ccc(-c2cc(C(N)=O)c(N)s2)c(F)c1. The product is CC1CN(C(=O)c2cccc(Nc3sc(-c4ccc(C(C)(C)O)cc4F)cc3C(N)=O)n2)CCO1. Reaction SMILES: [Br:1][c:2]1[cH:3][cH:4][cH:5][c:6]([C:8](=[O:9])[N:10]2[CH2:11][CH:12]([CH3:16])[O:13][CH2:14][CH2:15]2)[n:7]1.[NH2:17][c:18]1[s:19][c:20](-[c:26]2[c:27]([F:36])[cH:28][c:29]([C:32]([CH3:33])([CH3:34])[OH:35])[cH:30][cH:31]2)[cH:21][c:22]1[C:23](=[O:24])[NH2:25]>>[c:2]1([NH:17][c:18]2[s:19][c:20](-[c:26]3[c:27]([F:36])[cH:28][c:29]([C:32]([CH3:33])([CH3:34])[OH:35])[cH:30][cH:31]3)[cH:21][c:22]2[C:23](=[O:24])[NH2:25])[cH:3][cH:4][cH:5][c:6]([C:8](=[O:9])[N:10]2[CH2:11][CH:12]([CH3:16])[O:13][CH2:14][CH2:15]2)[n:7]1. Starting materials: C=C(C(=O)O)c1ccc(CC(C)C)cc1, CO. The product is CC(C)Cc1ccc(C(C)C(=O)O)cc1. As a reaction SMILES: [CH2:1]([CH:2]([CH3:3])[CH3:4])[c:5]1[cH:6][cH:7][c:8]([C:11]([C:12](=[O:13])[OH:14])=[CH2:15])[cH:9][cH:10]1.[CH3:16][OH:17]>>[CH2:1]([CH:2]([CH3:3])[CH3:4])[c:5]1[cH:6][cH:7][c:8]([CH:11]([C:12](=[O:13])[OH:14])[CH3:15])[cH:9][cH:10]1. The reactants are O (Water), C([O-])([O-])=O.[K+].[K+] (potassium carbonate), BrCCCC#N (4-bromobutyronitrile), CNCCC1=CC(=CC(=C1)OC)OC (N-methyl-(2-(3,5-dimethoxyphenyl)ethyl)amine). Run in CN(C=O)C (N,N-dimethylformamide). Run at time 12 hour. The product is CN(CCCCN)CCC1=CC(=CC(=C1)OC)OC (N-Methyl-N-(2-(3,5-dimethoxyphenyl)ethyl)-1,4-diaminobutane). Isolated yield 80.0%. Reaction SMILES: [CH3:1][NH:2][CH2:3][CH2:4][C:5]1[CH:10]=[C:9]([O:11][CH3:12])[CH:8]=[C:7]([O:13][CH3:14])[CH:6]=1.C(=O)([O-])[O-].[K+].[K+].Br[CH2:22][CH2:23][CH2:24][C:25]#[N:26].O>CN(C)C=O>[CH3:1][N:2]([CH2:3][CH2:4][C:5]1[CH:6]=[C:7]([O:13][CH3:14])[CH:8]=[C:9]([O:11][CH3:12])[CH:10]=1)[CH2:22][CH2:23][CH2:24][CH2:25][NH2:26] |f:1.2.3|. Reported procedure: 10.0 g of N-methyl-(2-(3,5-dimethoxyphenyl)ethyl)amine was dissolved in 130 ml of N,N-dimethylformamide, followed by the addition of 10.63 g of anhydrous potassium carbonate and 6.12 ml of 4-bromobutyronitrile. The reaction was carried out at a room temperature for 12 hours. Water was added to the reaction mixture. The obtained mixture was extracted with ethyl acetate. The ethyl acetate phase was washed with water and a saturated aqueous solution of common salt successively, dried over anhydrous... The reactants are COC(=O)CBr, O=C([O-])[O-], CC#N, Cc1n[nH]c(=O)n1C, [K+], [K+]. Product: COC(=O)Cn1nc(C)n(C)c1=O. Reaction SMILES: [Br:15][CH2:16][C:17](=[O:18])[O:19][CH3:20].[C:1](=[O:2])([O-:3])[O-:4].[CH3:21][C:22]#[N:23].[CH3:7][n:8]1[c:9](=[O:14])[nH:10][n:11][c:12]1[CH3:13].[K+:5].[K+:6]>>[CH3:7][n:8]1[c:9](=[O:14])[n:10]([CH2:16][C:17](=[O:18])[O:19][CH3:20])[n:11][c:12]1[CH3:13]. The reactants are ClC1=CC=C(C=C1)C1=CC(=C(S1)C(=O)OC)/N=C/N(C)C ((E)-methyl 5-(4-chlorophenyl)-3-((dimethylamino)methylene-amino)thiophene-2-carboxylate), NC1=CC(=C(OCC2(CC(C2)(F)F)O)C=C1)OC (1-((4-amino-2-methoxy-phenoxy)methyl)-3,3-difluorocyclobutanol), C1(=CC=CC=C1)O (phenol). Run in CO (methanol). Conditions: temperature 137.5 celsius, time 15 minute. Yields the product ClC1=CC=C(C=C1)C1=CC=2N=CN(C(C2S1)=O)C1=CC(=C(C=C1)OCC1(CC(C1)(F)F)O)OC (6-(4-chlorophenyl)-3-(4-((3,3-difluoro-1-hydroxycyclobutyl)methoxy)-3-methoxyphenyl)thieno[3,2-d]pyrimidin-4(3H)-one). Isolated yield 69.8%. Reaction SMILES: [Cl:1][C:2]1[CH:7]=[CH:6][C:5]([C:8]2[S:12][C:11]([C:13]([O:15]C)=O)=[C:10](/[N:17]=[CH:18]/[N:19]([CH3:21])C)[CH:9]=2)=[CH:4][CH:3]=1.NC1[CH:37]=[CH:36][C:26]([O:27][CH2:28][C:29]2([OH:35])[CH2:32][C:31]([F:34])([F:33])[CH2:30]2)=[C:25]([O:38][CH3:39])[CH:24]=1.C1(O)C=CC=CC=1>CO>[Cl:1][C:2]1[CH:3]=[CH:4][C:5]([C:8]2[S:12][C:11]3[C:13](=[O:15])[N:19]([C:21]4[CH:37]=[CH:36][C:26]([O:27][CH2:28][C:29]5([OH:35])[CH2:30][C:31]([F:34])([F:33])[CH2:32]5)=[C:25]([O:38][CH3:39])[CH:24]=4)[CH:18]=[N:17][C:10]=3[CH:9]=2)=[CH:6][CH:7]=1. Procedure: A stirred mixture of (E)-methyl 5-(4-chlorophenyl)-3-((dimethylamino)methylene-amino)thiophene-2-carboxylate (33.9 g, 105 mmol) prepared in Example 1 Part E and 1-((4-amino-2-methoxy-phenoxy)methyl)-3,3-difluorocyclobutanol (27.2 g, 105 mmol) prepared in Part C and phenol (200 g) was heated at 135-140° C. for 45 min while the reaction being monitored by LC. The mixture was diluted with methanol (700 mL), stirred at RT for 15 min and allowed to stand at RT overnight. The precipitated product was ... Starting materials: C1(=CC=CC=C1)C(CN)C1=CC=CC=C1 (2,2-diphenylethylamine), ClC1=C(C=CC=C1)N=C=S (2-chlorophenyl isothiocyanate). Run in CN(C)C=O (DMF). Product: ClC1=C(C=CC=C1)NC(=S)NCC(C1=CC=CC=C1)C1=CC=CC=C1 (2-Chlorophenyl-N'-(2,2-diphenylethyl)-thiourea). Reaction SMILES: [C:1]1([CH:7]([C:10]2[CH:15]=[CH:14][CH:13]=[CH:12][CH:11]=2)[CH2:8][NH2:9])[CH:6]=[CH:5][CH:4]=[CH:3][CH:2]=1.[Cl:16][C:17]1[CH:22]=[CH:21][CH:20]=[CH:19][C:18]=1[N:23]=[C:24]=[S:25]>CN(C=O)C>[Cl:16][C:17]1[CH:22]=[CH:21][CH:20]=[CH:19][C:18]=1[NH:23][C:24]([NH:9][CH2:8][CH:7]([C:1]1[CH:2]=[CH:3][CH:4]=[CH:5][CH:6]=1)[C:10]1[CH:11]=[CH:12][CH:13]=[CH:14][CH:15]=1)=[S:25]. Reported procedure: The compound was prepared substantially in accordance with the procedure detailed in Example 1, using 2,2-diphenylethylamine (1.61 g, 8.1 mmol) and 2-chlorophenyl isothiocyanate (1.1 ml, 8.2 mmol) in 30 ml of DMF. The crude material was purified by recrystallization (hexanes/EtOAc). Reactants: Aqueous Solution A, S(=O)([O-])[O-].[Na+].[Na+] (sodium sulfite), C12(C(CC(C=C1)C2(C)C)S(=O)(=O)[O-])C.[Na+] (sodium 5-bornene-2-sulfonate), C(O)([O-])=O.[Na+] (sodium hydrogen carbonate), OO (hydrogen peroxide), C(=O)O (Formic acid), OO (hydrogen peroxide), starch. Reaction conditions: temperature 10 celsius, time 17 hour. The product is OC1C2CC3C(S(OC13)(=O)=O)C2 (2-hydroxy-4-oxa-5-thiatricyclo[4.2.1.03,7]nonane 5,5-dioxide). RXN SMILES: C(O)=[O:2].OO.[C:6]12(C)[C:12](C)(C)[CH:9]([CH:10]=[CH:11]1)[CH2:8][CH:7]2[S:15]([O-:18])(=[O:17])=[O:16].[Na+].S([O-])([O-])=O.[Na+].[Na+].C(=O)([O-])O.[Na+]>>[OH:2][CH:10]1[CH:11]2[CH:6]3[CH:7]([CH2:8][CH:9]1[CH2:12]3)[S:15](=[O:18])(=[O:17])[O:16]2 |f:2.3,4.5.6,7.8|. Reported procedure: Into a three-necked flask having an inner volume of 3 L equipped with a stirrer, a thermometer and a dropping funnel, the whole amount of “Aqueous Solution A” obtained above was poured, and cooled down to 10° C. 99% Formic acid (93.27 g, 2.01 mol) was weighed into a dropping funnel, and added dropwise to the reaction system so that the inner temperature of the reaction system was maintained in a range of 11 to 15° C. After that, the inner temperature was raised up to 50 to 53° C. by heating, and...